Dataset: the Open Reaction Database (ORD), a public repository of structured organic reaction records. Task: describe an organic reaction: reactants, conditions, products, and yield The reactants are CC(C)(C)c1cc(NC(=O)NCc2ccc(-c3cnc4cc(-c5ccc(S(C)(=O)=O)cc5)ccn34)cc2)n(CCOS(C)(=O)=O)n1, C1COCCN1, CCOC(C)=O, CN(C)C=O. Yields the product CC(C)(C)c1cc(NC(=O)NCc2ccc(-c3cnc4cc(-c5ccc(S(C)(=O)=O)cc5)ccn34)cc2)n(CCN2CCOCC2)n1. Reaction SMILES: [C:1]([CH3:2])([CH3:3])([CH3:4])[c:5]1[n:6][n:7]([CH2:40][CH2:41][O:42][S:43]([CH3:44])(=[O:45])=[O:46])[c:8]([NH:10][C:11](=[O:12])[NH:13][CH2:14][c:15]2[cH:16][cH:17][c:18](-[c:21]3[cH:22][n:23][c:24]4[n:25]3[cH:26][cH:27][c:28](-[c:30]3[cH:31][cH:32][c:33]([S:36](=[O:37])(=[O:38])[CH3:39])[cH:34][cH:35]3)[cH:29]4)[cH:19][cH:20]2)[cH:9]1.[CH2:47]1[CH2:48][O:49][CH2:50][CH2:51][NH:52]1.[CH3:53][CH2:54][O:55][C:56]([CH3:57])=[O:58].[O:59]=[CH:60][N:61]([CH3:62])[CH3:63]>>[C:1]([CH3:2])([CH3:3])([CH3:4])[c:5]1[n:6][n:7]([CH2:40][CH2:41][N:52]2[CH2:47][CH2:48][O:49][CH2:50][CH2:51]2)[c:8]([NH:10][C:11](=[O:12])[NH:13][CH2:14][c:15]2[cH:16][cH:17][c:18](-[c:21]3[cH:22][n:23][c:24]4[n:25]3[cH:26][cH:27][c:28](-[c:30]3[cH:31][cH:32][c:33]([S:36](=[O:37])(=[O:38])[CH3:39])[cH:34][cH:35]3)[cH:29]4)[cH:19][cH:20]2)[cH:9]1.